The task is: describe an organic reaction: reactants, conditions, products, and yield. This data is from the Open Reaction Database (ORD), a public repository of structured organic reaction records. Starting materials: CCN(C(C)C)C(C)C (DIPEA), C(C(=O)Cl)(=O)Cl (Oxalyl chloride), BrC=1C(=NC=C(C(=O)O)C1)Cl (5-bromo-6-chloronicotinic acid), CN(C)C=O (DMF), FC(C)(OC1=CC=C(N)C=C1)F (4-(1,1-difluoroethoxy)aniline). The solvent is CCCCCC (n-hexane), C(Cl)Cl (DCM), C1CCOC1 (THF). Reaction conditions: time 2 hour. The product is BrC=1C(=NC=C(C(=O)NC2=CC=C(C=C2)OC(C)(F)F)C1)Cl (5-Bromo-6-chloro-N-(4-(1,1-difluoroethoxy)phenyl)nicotinamide). Reaction SMILES: C(Cl)(=O)C(Cl)=O.[Br:7][C:8]1[C:9]([Cl:17])=[N:10][CH:11]=[C:12]([CH:16]=1)[C:13]([OH:15])=O.CN(C=O)C.CCN(C(C)C)C(C)C.[F:32][C:33]([F:43])([O:35][C:36]1[CH:42]=[CH:41][C:39]([NH2:40])=[CH:38][CH:37]=1)[CH3:34]>C(Cl)Cl.C1COCC1.CCCCCC>[Br:7][C:8]1[C:9]([Cl:17])=[N:10][CH:11]=[C:12]([CH:16]=1)[C:13]([NH:40][C:39]1[CH:41]=[CH:42][C:36]([O:35][C:33]([F:32])([F:43])[CH3:34])=[CH:37][CH:38]=1)=[O:15]. Reported procedure: Oxalyl chloride (653 μL, 7.46 mmol) was added to a mixture of 5-bromo-6-chloronicotinic acid (1.2 g, 4.97 mmol) and DMF (20 μL, 0.258 mmol) in DCM (40 mL) under nitrogen atmosphere and the RM was stirred for 2 h at RT. The solvent was evaporated, the residue was dissolved in DCM (10 mL) and evaporated again to dryness. The residue was dissolved in THF (30 mL), DIPEA (1.737 mL, 9.95 mmol) was added and the RM was cooled down to −15° C. 4-(1,1-difluoroethoxy)aniline (Stage 30.3, 0.932 g, 5.22 mmol... Reactants: CCOC(=O)CBr, CC(=O)O, CN(C)C=O, CC(C)C(=O)CNC(=O)c1ccc(Cl)cc1, [H-], [Na+], O. The product is CCOC(=O)CC(NC(=O)c1ccc(Cl)cc1)C(=O)C(C)C. Reaction SMILES: [Br:19][CH2:20][C:21](=[O:22])[O:23][CH2:24][CH3:25].[CH3:26][C:27](=[O:28])[OH:29].[CH3:30][N:31]([CH3:32])[CH:33]=[O:34].[Cl:1][c:2]1[cH:3][cH:4][c:5]([C:6](=[O:7])[NH:8][CH2:9][C:10]([CH:11]([CH3:12])[CH3:13])=[O:14])[cH:15][cH:16]1.[H-:17].[Na+:18].[OH2:35]>>[Cl:1][c:2]1[cH:3][cH:4][c:5]([C:6](=[O:7])[NH:8][CH:9]([C:10]([CH:11]([CH3:12])[CH3:13])=[O:14])[CH2:20][C:21](=[O:22])[O:23][CH2:24][CH3:25])[cH:15][cH:16]1. The reactants are CO, [H][H], CCCCN1CCC(CN(Cc2ccccc2)Cc2ccccc2)C(O)C1. Product: CCCCN1CCC(CN)C(O)C1. Reaction SMILES: [CH3:30][OH:31].[H:28][H:29].[c:1]1([CH2:2][N:8]([CH2:3][c:4]2[cH:5][cH:6][cH:7][cH:9][cH:10]2)[CH2:16][CH:17]2[CH:18]([OH:27])[CH2:19][N:20]([CH2:23][CH2:24][CH2:25][CH3:26])[CH2:21][CH2:22]2)[cH:11][cH:12][cH:13][cH:14][cH:15]1>>[NH2:8][CH2:16][CH:17]1[CH:18]([OH:27])[CH2:19][N:20]([CH2:23][CH2:24][CH2:25][CH3:26])[CH2:21][CH2:22]1. Starting materials: CN1CCN(CCN(CCN(CCN(CC1)S(=O)(=O)C1=CC=C(C=C1)C)S(=O)(=O)C1=CC=C(C=C1)C)S(=O)(=O)C1=CC=C(C=C1)C)S(=O)(=O)C1=CC=C(C=C1)C (1-methyl-4,7,10,13-tetra(p-toluenesulfonyl)-1,4,7,10,13-pentaazacyclopentadecane), C(C)O (ethanol), Example 15C, OS(=O)(=O)O (H2SO4). Solvent: C(C)OCC (ethyl ether). Run at temperature 100 celsius, time 72 hour. Product: CN1CCNCCNCCNCCNCC1 (1-Methyl-1,4,7,10,13-pentaazacyclo-pentadecane). Yield: 51.0%. RXN SMILES: [CH3:1][N:2]1[CH2:16][CH2:15][N:14](S(C2C=CC(C)=CC=2)(=O)=O)[CH2:13][CH2:12][N:11](S(C2C=CC(C)=CC=2)(=O)=O)[CH2:10][CH2:9][N:8](S(C2C=CC(C)=CC=2)(=O)=O)[CH2:7][CH2:6][N:5](S(C2C=CC(C)=CC=2)(=O)=O)[CH2:4][CH2:3]1.OS(O)(=O)=O.C(O)C>C(OCC)C>[CH3:1][N:2]1[CH2:3][CH2:4][NH:5][CH2:6][CH2:7][NH:8][CH2:9][CH2:10][NH:11][CH2:12][CH2:13][NH:14][CH2:15][CH2:16]1. Procedure details: A mixture of 1-methyl-4,7,10,13-tetra(p-toluenesulfonyl)-1,4,7,10,13-pentaazacyclopentadecane prepared as in Example 15C (3.6 g, 4.3 mmol) and concentrated H2SO4 (15 ml) was heated at 100° C. with stirring under a dry argon atmosphere for 72 h. To the resulting brown solution, ethanol (30 mL) was added dropwise with stirring at 5° C. followed by ethyl ether (80 ml). The tan solid was filtered and dissolved in H2O (10 ml). The pH of the solution was adjusted to 10 with 10N NaOH and the solution w... The reactants are N1C(=O)NC(=O)NC1=O (cyanuric acid), S(O)(O)(=O)=O (sulfuric acid), S(O)(O)(=O)=O (sulfuric acid), NC1=NN=NC=C1 (aminotriazine). The product is N1C(=O)NC(=O)NC1=O (cyanuric acid), S([O-])(O)(=O)=O.[NH4+] (ammonium bisulfate). As a reaction SMILES: [NH:1]1[C:8](=[O:9])[NH:7][C:5](=[O:6])[NH:4][C:2]1=[O:3].[S:10](=[O:14])(=[O:13])([OH:12])[OH:11].[NH2:15]C1C=CN=NN=1>>[NH:1]1[C:8](=[O:9])[NH:7][C:5](=[O:6])[NH:4][C:2]1=[O:3].[S:10](=[O:12])(=[O:11])([OH:14])[O-:13].[NH4+:15] |f:4.5|. Reported procedure: digesting the cyanuric acid in a second aqueous solution containing sulfuric acid, wherein the stoichiometric ratio of sulfuric acid to aminotriazine compounds is greater than 1, to produce a purified cyanuric acid in an ammonium bisulfate solution. Reactants: C1(CC1)N1C=C(C(C2=CC(=C(C(=C12)C=C)F)F)=O)C(=O)OCC (ethyl 1-cyclopropyl-6,7-difluoro-1,4-dihydro-4-oxo-8-vinyl-3-quinolinecarboxylate), O (water), S(O)(O)(=O)=O (sulphuric acid), O (water). Solvent: C(C)(=O)O (acetic acid). Yields the product C1(CC1)N1C=C(C(C2=CC(=C(C(=C12)C=C)F)F)=O)C(=O)O (1-cyclopropyl-6,7-difluoro-1,4-dihydro-4-oxo-8-vinyl-3-quinolinecarboxylic acid). The yield is 70.7%. RXN SMILES: [CH:1]1([N:4]2[C:13]3[C:8](=[CH:9][C:10]([F:17])=[C:11]([F:16])[C:12]=3[CH:14]=[CH2:15])[C:7](=[O:18])[C:6]([C:19]([O:21]CC)=[O:20])=[CH:5]2)[CH2:3][CH2:2]1.O.S(=O)(=O)(O)O>C(O)(=O)C>[CH:1]1([N:4]2[C:13]3[C:8](=[CH:9][C:10]([F:17])=[C:11]([F:16])[C:12]=3[CH:14]=[CH2:15])[C:7](=[O:18])[C:6]([C:19]([OH:21])=[O:20])=[CH:5]2)[CH2:3][CH2:2]1. Procedure: 0.9 g of ethyl 1-cyclopropyl-6,7-difluoro-1,4-dihydro-4-oxo-8-vinyl-3-quinolinecarboxylate is refluxed for 4 hours in a mixture of 8 ml of glacial acetic acid, 0.6 ml of water and 0.2 ml of concentrated sulphuric acid. At reflux temperature, the reaction mixture is then treated with 10 ml of water. The solid is filtered off with suction at room temperature, washed with water and dried. 0.58 g of 1-cyclopropyl-6,7-difluoro-1,4-dihydro-4-oxo-8-vinyl-3-quinolinecarboxylic acid (71% of theory) is ob... The reactants are CS(C)=O, Cl, O=C1CCCc2cc(F)cc(F)c21, [K+], [S-]c1ccccc1. Yields the product O=C1CCCc2cc(Sc3ccccc3)cc(F)c21. RXN SMILES: [CH3:22][S:23]([CH3:24])=[O:25].[ClH:26].[F:1][c:2]1[cH:3][c:4]2[c:9]([c:10]([F:12])[cH:11]1)[C:8](=[O:13])[CH2:7][CH2:6][CH2:5]2.[K+:21].[c:14]1([S-:20])[cH:15][cH:16][cH:17][cH:18][cH:19]1>>[c:2]1([S:20][c:14]2[cH:15][cH:16][cH:17][cH:18][cH:19]2)[cH:3][c:4]2[c:9]([c:10]([F:12])[cH:11]1)[C:8](=[O:13])[CH2:7][CH2:6][CH2:5]2. Product: CN1CCN(CC1)C(=O)C1=C(N(C2=CC=CC=C12)C1=CC=CC=C1)N1CCN(CC1)C(=O)CC (2-(4-Ethylcarbonyl-1-piperazinyl)-1-phenyl-indole 3-carboxylic acid 4-methyl-piperazide). RXN SMILES: [CH3:1][N:2]1[CH2:7][CH2:6][N:5]([C:8]([C:10]2[C:18]3[C:13](=[CH:14][CH:15]=[CH:16][CH:17]=3)[N:12]([C:19]3[CH:24]=[CH:23][CH:22]=[CH:21][CH:20]=3)[C:11]=2[N:25]2[CH2:30][CH2:29][NH:28][CH2:27][CH2:26]2)=[O:9])[CH2:4][CH2:3]1>C(O)C>[CH3:1][N:2]1[CH2:3][CH2:4][N:5]([C:8]([C:10]2[C:18]3[C:13](=[CH:14][CH:15]=[CH:16][CH:17]=3)[N:12]([C:19]3[CH:24]=[CH:23][CH:22]=[CH:21][CH:20]=3)[C:11]=2[N:25]2[CH2:26][CH2:27][N:28]([C:8]([CH2:10][CH3:11])=[O:9])[CH2:29][CH2:30]2)=[O:9])[CH2:6][CH2:7]1. Solvent: C(C)O (ethanol). Reported procedure: A mixture of 4 g (10 mmols) of 1 -phenyl-2-(1-piperazinyl)-indole 3-carboxylic acid 4-methyl-piperazide, 10 ml of ethyl chloroformiate and 40 ml of ethanol were heated at the boil for 24 hours. After cooling, the precipitate was suctionfiltered and washed with ethanol. The yield amount of 4.2 g in the form of hydrochloride that decomposed above 300° C. Starting materials: CN1CCN(CC1)C(=O)C1=C(N(C2=CC=CC=C12)C1=CC=CC=C1)N1CCNCC1 (1 -phenyl-2-(1-piperazinyl)-indole 3-carboxylic acid 4-methyl-piperazide). Starting materials: C(C)(=O)[O-].[Na+] (sodium acetate), C(=O)(O)CCN1C(=CC(=C1)C1=CC=CC=C1)C(=O)O (1-(2-carboxyethyl)-4-phenyl-pyrrole-2-carboxylic acid). Solvent: C(C)(=O)OC(C)=O (acetic anhydride). Yields the product C1(=CC=CC=C1)C1=CN2CCC(C2=C1)=O (6-phenyl-2,3-dihydropyrrolizin-1-one). The yield is 26.0%. Reaction SMILES: C([O-])(=O)C.[Na+].C([CH2:9][CH2:10][N:11]1[CH:15]=[C:14]([C:16]2[CH:21]=[CH:20][CH:19]=[CH:18][CH:17]=2)[CH:13]=[C:12]1[C:22]([OH:24])=O)(O)=O>C(OC(=O)C)(=O)C>[C:16]1([C:14]2[CH:13]=[C:12]3[N:11]([CH2:10][CH2:9][C:22]3=[O:24])[CH:15]=2)[CH:17]=[CH:18][CH:19]=[CH:20][CH:21]=1 |f:0.1|. Procedure details: Anhydrous sodium acetate (200 mg, 2.5 mmol) was added to a stirred solution of 1-(2-carboxyethyl)-4-phenyl-pyrrole-2-carboxylic acid (1.0 g, 3.90 mmol) in acetic anhydride (10 mL) and heated at reflux for 16 h. Excess acetic anhydride was evaporated in vacuo and water was added. The mixture was extracted with ethyl acetate and the separated organic layer was washed with water, brine, dried over anhydrous sodium sulfate, filtered and concentrated in vacuo to afford the crude product. Purification... Reactants: CCOC(=O)C(Cc1cc(C(CC(C)C)NC(=O)OC(C)(C)C)no1)(NC(C)=O)C(=O)OCC, CCOC(C)=O, Cl, [Na+], C1COCCO1, [OH-]. Product: CCOC(=O)C(Cc1cc(C(CC(C)C)NC(=O)OC(C)(C)C)no1)(NC(C)=O)C(=O)O. As a reaction SMILES: [CH2:9]([CH3:10])[O:11][C:12]([C:13]([C:14](=[O:15])[O:16][CH2:17][CH3:18])([CH2:19][c:20]1[cH:21][c:22]([CH:25]([CH2:26][CH:27]([CH3:28])[CH3:29])[NH:30][C:31](=[O:32])[O:33][C:34]([CH3:35])([CH3:36])[CH3:37])[n:23][o:24]1)[NH:38][C:39]([CH3:40])=[O:41])=[O:42].[CH3:44][CH2:45][O:46][C:47](=[O:48])[CH3:49].[ClH:43].[Na+:2].[O:3]1[CH2:4][CH2:5][O:6][CH2:7][CH2:8]1.[OH-:1]>>[CH2:9]([CH3:10])[O:11][C:12]([C:13]([C:14](=[O:15])[OH:16])([CH2:19][c:20]1[cH:21][c:22]([CH:25]([CH2:26][CH:27]([CH3:28])[CH3:29])[NH:30][C:31](=[O:32])[O:33][C:34]([CH3:35])([CH3:36])[CH3:37])[n:23][o:24]1)[NH:38][C:39]([CH3:40])=[O:41])=[O:42].